This data is from the Open Reaction Database (ORD), a public repository of structured organic reaction records. The task is: describe an organic reaction: reactants, conditions, products, and yield Reactants: CO, COC(=O)C1CCC(OC)O1. Product: COC(=O)C1CCC(O)O1. RXN SMILES: [CH3:12][OH:13].[CH3:1][O:2][CH:3]1[CH2:4][CH2:5][CH:6]([C:8](=[O:9])[O:10][CH3:11])[O:7]1>>[OH:2][CH:3]1[CH2:4][CH2:5][CH:6]([C:8](=[O:9])[O:10][CH3:11])[O:7]1. Starting materials: O=C(Cl)c1ccccc1, Nc1nc(C(Cl)(Cl)Cl)ns1, Cc1ccccc1C. Yields the product O=C(Nc1nc(C(Cl)(Cl)Cl)ns1)c1ccccc1. RXN SMILES: [C:11]([c:12]1[cH:13][cH:14][cH:15][cH:16][cH:17]1)(=[O:18])[Cl:19].[NH2:1][c:2]1[n:3][c:4]([C:7]([Cl:8])([Cl:9])[Cl:10])[n:5][s:6]1.[c:20]1([CH3:21])[c:22]([CH3:23])[cH:24][cH:25][cH:26][cH:27]1>>[NH:1]([c:2]1[n:3][c:4]([C:7]([Cl:8])([Cl:9])[Cl:10])[n:5][s:6]1)[C:11]([c:12]1[cH:13][cH:14][cH:15][cH:16][cH:17]1)=[O:18]. Starting materials: C(=O)([O-])[O-].[K+].[K+] (K2CO3), C(Cl)Cl (CH2Cl2), ClC1=NC(=C2N=CN(C2=N1)C1CCCC1)NC=1C=C2CCCC2=CC1 ((2-Chloro-9-cyclopentyl-9H-purin-6-yl)-indan-5-yl-amine), Cl.OC1CNCCC1 (3-hydroxypiperidine hydrochloride). Run in N1=C(C=CC(=C1)C)C (2,5-lutidine). Reaction conditions: temperature 180 celsius. Yields the product C1(CCCC1)N1C2=NC(=NC(=C2N=C1)NC=1C=C2CCCC2=CC1)N1CC(CCC1)O (1-[9-Cyclopentyl-6-(indan-5-ylamino)-9H-purin-2-yl]-piperidin-3-ol), foam. Yield: 95.6%. Reaction SMILES: Cl[C:2]1[N:10]=[C:9]2[C:5]([N:6]=[CH:7][N:8]2[CH:11]2[CH2:15][CH2:14][CH2:13][CH2:12]2)=[C:4]([NH:16][C:17]2[CH:18]=[C:19]3[C:23](=[CH:24][CH:25]=2)[CH2:22][CH2:21][CH2:20]3)[N:3]=1.Cl.[OH:27][CH:28]1[CH2:33][CH2:32][CH2:31][NH:30][CH2:29]1.C([O-])([O-])=O.[K+].[K+].C(Cl)Cl>N1C=C(C)C=CC=1C>[CH:11]1([N:8]2[CH:7]=[N:6][C:5]3[C:9]2=[N:10][C:2]([N:30]2[CH2:31][CH2:32][CH2:33][CH:28]([OH:27])[CH2:29]2)=[N:3][C:4]=3[NH:16][C:17]2[CH:18]=[C:19]3[C:23](=[CH:24][CH:25]=2)[CH2:22][CH2:21][CH2:20]3)[CH2:15][CH2:14][CH2:13][CH2:12]1 |f:1.2,3.4.5|. Procedure: (2-Chloro-9-cyclopentyl-9H-purin-6-yl)-indan-5-yl-amine (283 mg, 0.8 mmol), 3-hydroxypiperidine hydrochloride (550 mg, 4 mmol) and K2CO3 (829 mg, 6 mmol) were suspended in 2,5-lutidine (10 mL) and the mixture was heated at 180° C. for 4 h. After cooling, CH2Cl2 (50 mL) was added and the solution was extracted with brine (2×15 mL). The organic fraction was dried over MgSO4, filtered and evaporated. The residue was purified by flash chromatography (95:5 CH2Cl2/MeOH) to afford the title compound as... Reactants: O (water), C(=C)S(=O)(=O)C (methyl vinyl sulfone), BrC=1C=CC=2C3=C(C=NC2C1)N=C(N3CC(C)(O)C)COCC (1-(7-bromo-2-ethoxymethyl-1H-imidazo[4,5-c]quinolin-1-yl)-2-methylpropan-2-ol), [H-].[Na+] (sodium hydride). The solvent is C1CCOC1 (THF). Run at time 70 minute. Product: BrC=1C=CC=2C3=C(C=NC2C1)N=C(N3CC(C)(C)OCCS(=O)(=O)C)COCC (7-bromo-2-ethoxymethyl-1-{2-[2-(methanesulfonyl)ethoxy]-2-methylpropyl}-1H-imidazo[4,5-c]quinoline). RXN SMILES: [CH:1]([S:3]([CH3:6])(=[O:5])=[O:4])=[CH2:2].[Br:7][C:8]1[CH:9]=[CH:10][C:11]2[C:12]3[N:20]([CH2:21][C:22]([CH3:25])([OH:24])[CH3:23])[C:19]([CH2:26][O:27][CH2:28][CH3:29])=[N:18][C:13]=3[CH:14]=[N:15][C:16]=2[CH:17]=1.[H-].[Na+].O>C1COCC1>[Br:7][C:8]1[CH:9]=[CH:10][C:11]2[C:12]3[N:20]([CH2:21][C:22]([O:24][CH2:2][CH2:1][S:3]([CH3:6])(=[O:5])=[O:4])([CH3:23])[CH3:25])[C:19]([CH2:26][O:27][CH2:28][CH3:29])=[N:18][C:13]=3[CH:14]=[N:15][C:16]=2[CH:17]=1 |f:2.3|. Procedure details: A solution of methyl vinyl sulfone (3.0 g, 29 mmol) and 1-(7-bromo-2-ethoxymethyl-1H-imidazo[4,5-c]quinolin-1-yl)-2-methylpropan-2-ol (5.4 g, 14 mmol) in anhydrous THF (57 mL) was purged with nitrogen; solid sodium hydride (available as a 60% dispersion in mineral oil, 57 mg, 1.4 mmol) was added. The reaction was stirred for 70 minutes at ambient temperature, at which time an analysis by HPLC indicated a ratio of product to starting material of 3:1. The reaction mixture was combined with materia... The reactants are C(C)OC(CC1=C(C=CC(=C1)OC1=C(C=C(C=C1)Br)CO)Cl)=O ([5-(4-bromo-2-hydroxymethyl-phenoxy)-2-chloro-phenyl]-acetic acid ethyl ester), P(Br)(Br)Br (phosphorus tribromide). The solvent is COCCOC (DME). Yields the product C(C)OC(CC1=C(C=CC(=C1)OC1=C(C=C(C=C1)Br)CBr)Cl)=O ([5-(4-Bromo-2-bromomethyl-phenoxy)-2-chloro-phenyl]-acetic acid ethyl ester). Reaction SMILES: [CH2:1]([O:3][C:4](=[O:23])[CH2:5][C:6]1[CH:11]=[C:10]([O:12][C:13]2[CH:18]=[CH:17][C:16]([Br:19])=[CH:15][C:14]=2[CH2:20]O)[CH:9]=[CH:8][C:7]=1[Cl:22])[CH3:2].P(Br)(Br)[Br:25]>COCCOC>[CH2:1]([O:3][C:4](=[O:23])[CH2:5][C:6]1[CH:11]=[C:10]([O:12][C:13]2[CH:18]=[CH:17][C:16]([Br:19])=[CH:15][C:14]=2[CH2:20][Br:25])[CH:9]=[CH:8][C:7]=1[Cl:22])[CH3:2]. Reported procedure: To [5-(4-bromo-2-hydroxymethyl-phenoxy)-2-chloro-phenyl]-acetic acid ethyl ester (0.3 g, 0.7 mmol) in DME (10 mL) was added phosphorus tribromide (0.11 mL, 1.2 mmol). The mixture was worked-up to give the desired product. Starting materials: N#Cc1cccc(Br)c1, CC(=O)[O-], CC(=O)[O-], O=C([O-])[O-], Cc1ccccc1, [Cs+], [Cs+], CCCc1c(OCc2cccc(N)c2)ccc(C(C)=O)c1O, C1COCCOCCOCCOCCOCCO1, O=C(O)CC(O)(CC(=O)O)C(=O)O, [Pd+2], c1ccc(P(c2ccccc2)c2ccc3ccccc3c2-c2c(P(c3ccccc3)c3ccccc3)ccc3ccccc23)cc1. Yields the product CCCc1c(OCc2cccc(Nc3cccc(C#N)c3)c2)ccc(C(C)=O)c1O. RXN SMILES: [Br:23][c:24]1[cH:25][c:26]([C:27]#[N:28])[cH:29][cH:30][cH:31]1.[C:122]([O-:123])(=[O:124])[CH3:125].[C:127]([O-:128])(=[O:129])[CH3:130].[C:32](=[O:33])([O-:34])[O-:35].[CH3:115][c:116]1[cH:117][cH:118][cH:119][cH:120][cH:121]1.[Cs+:36].[Cs+:37].[NH2:1][c:2]1[cH:3][c:4]([CH2:5][O:6][c:7]2[c:8]([CH2:17][CH2:18][CH3:19])[c:9]([OH:16])[c:10]([C:13]([CH3:14])=[O:15])[cH:11][cH:12]2)[cH:20][cH:21][cH:22]1.[O:38]1[CH2:39][CH2:40][O:41][CH2:42][CH2:43][O:44][CH2:45][CH2:46][O:47][CH2:48][CH2:49][O:50][CH2:51][CH2:52][O:53][CH2:54][CH2:55]1.[OH:102][C:103]([CH2:104][C:105]([C:106](=[O:107])[OH:108])([CH2:109][C:110](=[O:111])[OH:112])[OH:113])=[O:114].[Pd+2:126].[cH:56]1[cH:57][cH:58][c:59]([P:60]([c:61]2[cH:62][cH:63][c:64]3[c:65]([cH:66][cH:67][cH:68][cH:69]3)[c:70]2-[c:71]2[c:72]3[c:73]([cH:74][cH:75][cH:76][cH:77]3)[cH:78][cH:79][c:80]2[P:81]([c:82]2[cH:83][cH:84][cH:85][cH:86][cH:87]2)[c:88]2[cH:89][cH:90][cH:91][cH:92][cH:93]2)[c:94]2[cH:95][cH:96][cH:97][cH:98][cH:99]2)[cH:100][cH:101]1>>[NH:1]([c:2]1[cH:3][c:4]([CH2:5][O:6][c:7]2[c:8]([CH2:17][CH2:18][CH3:19])[c:9]([OH:16])[c:10]([C:13]([CH3:14])=[O:15])[cH:11][cH:12]2)[cH:20][cH:21][cH:22]1)[c:24]1[cH:25][c:26]([C:27]#[N:28])[cH:29][cH:30][cH:31]1. Starting materials: C(C)(=O)OC=1C=C(C=CC1OC(C)=O)Br (3,4-diacetoxybromobenzene), C(C)(=O)OC=1C=C(C=C)C=C(C1)OC(C)=O (3,5-diacetoxystyrene), C([O-])([O-])=O.[K+].[K+] (potassium carbonate), C(C)(C1=CC=CC=C1)=NO (acetophenon-oxim). The reagents and catalysts are [Pd] (palladium). Conditions: temperature 150 celsius, time 19 hour. The product is C(C)(=O)OC=1C=C(C=C(C1)OC(C)=O)\C=C\C1=CC(=C(C=C1)OC(C)=O)OC(C)=O ((E)-3,3′, 4′,5-tetraacetoxystilbene). Reaction SMILES: [C:1]([O:4][C:5]1[CH:6]=[C:7](Br)[CH:8]=[CH:9][C:10]=1[O:11][C:12](=[O:14])[CH3:13])(=[O:3])[CH3:2].[C:16]([O:19][C:20]1[CH:21]=[C:22]([CH:25]=[C:26]([O:28][C:29](=[O:31])[CH3:30])[CH:27]=1)[CH:23]=[CH2:24])(=[O:18])[CH3:17].C(=O)([O-])[O-].[K+].[K+].C(=NO)(C1C=CC=CC=1)C>[Pd]>[C:16]([O:19][C:20]1[CH:21]=[C:22](/[CH:23]=[CH:24]/[C:7]2[CH:8]=[CH:9][C:10]([O:11][C:12](=[O:14])[CH3:13])=[C:5]([O:4][C:1](=[O:3])[CH3:2])[CH:6]=2)[CH:25]=[C:26]([O:28][C:29](=[O:31])[CH3:30])[CH:27]=1)(=[O:18])[CH3:17] |f:2.3.4|. Reported procedure: A 10 ml Schlenk tube equipped with magnetic stirrer is charged with 218 mg (0.8 mmol) 3,4-diacetoxybromobenzene, 176 mg (0.84 mmol) 3,5-diacetoxystyrene, 187 mg potassium carbonate (0.9 mmol) and 0.22 mg (0.1 mol %) of the acetophenon-oxim derived palladium catalyst CAS No. 32679-19-9 as used in Example 9. The tube was evacuated and flushed with argon three times and 1 ml de-aerated DMF was added under inert conditions. The reaction was carried out with stirring for 19 hours at 150° C. Work-up w... Starting materials: [H-].[Na+] (NaH), water ice, N1C=NC=C1 (imidazole), ClC1=NN=C(C2=CC=C(C=C12)OC)CC1=C(C=NC=C1Cl)Cl (4-chloro-1-(3,5-dichloro-pyridin-4-ylmethyl)-6-methoxy-phthalazine). Run in CN(C)C=O (DMF), CN(C)C=O (DMF). Run at temperature 80 celsius, time 3.5 hour. Yields the product ClC=1C=NC=C(C1CC1=NN=C(C2=CC(=CC=C12)OC)N1C=NC=C1)Cl (1-(3,5-Dichloro-pyridin-4-ylmethyl)-4-imidazol-1-yl-6-methoxy-phthalazine). Yield: 41.3%. Reaction SMILES: [NH:1]1[CH:5]=[CH:4][N:3]=[CH:2]1.[H-].[Na+].Cl[C:9]1[C:18]2[C:13](=[CH:14][CH:15]=[C:16]([O:19][CH3:20])[CH:17]=2)[C:12]([CH2:21][C:22]2[C:27]([Cl:28])=[CH:26][N:25]=[CH:24][C:23]=2[Cl:29])=[N:11][N:10]=1>CN(C=O)C>[Cl:29][C:23]1[CH:24]=[N:25][CH:26]=[C:27]([Cl:28])[C:22]=1[CH2:21][C:12]1[C:13]2[C:18](=[CH:17][C:16]([O:19][CH3:20])=[CH:15][CH:14]=2)[C:9]([N:1]2[CH:5]=[CH:4][N:3]=[CH:2]2)=[N:10][N:11]=1 |f:1.2|. Reported procedure: A solution of imidazole (0.814 g, 11.21 mmoles) in dry DMF (30 ml) was stirred under N2 at room temperature and added with NaH (8.46 mmoles). After 30 minutes 4-chloro-1-(3,5-dichloro-pyridin-4-ylmethyl)-6-methoxy-phthalazine (2 g, 5.64 mmoles), prepared as described in example 45, in dry DMF (30 ml) was added. The mixture was heated at 80° C. 5 for 3.5 hours, cooled, poured into water/ice and extracted three times with CH2Cl2. The organic phase was washed with water, anhydrified and concentrate... Procedure details: [step 2] Using 4,5-dichloro-2-isopropyl-1H-imidazole (68 mg, 0.381 mmol) obtained in step 1 and (E)-2-[8-(bromomethyl)-3-fluorodibenzo[b,e]oxepin-11(6H)-ylidene]propanenitrile (130 mg, 0.363 mmol) obtained in Reference Example 1, and in the same manner as in Reference Example 1A, the title compound (150 mg, 91%) was obtained. Yields the product ClC=1N=C(N(C1Cl)CC1=CC2=C(/C(/C3=C(OC2)C=C(C=C3)F)=C(\C#N)/C)C=C1)C(C)C ((E)-2-{8-[(4,5-dichloro-2-isopropyl-1H-imidazol-1-yl)methyl]-3-fluorodibenzo[b,e]oxepin-11(6H)-ylidene}propanenitrile). The yield is 90.6%. The reactants are ClC=1N=C(NC1Cl)C(C)C (4,5-dichloro-2-isopropyl-1H-imidazole), BrCC1=CC2=C(/C(/C3=C(OC2)C=C(C=C3)F)=C(\C#N)/C)C=C1 ((E)-2-[8-(bromomethyl)-3-fluorodibenzo[b,e]oxepin-11(6H)-ylidene]propanenitrile). RXN SMILES: [Cl:1][C:2]1[N:3]=[C:4]([CH:8]([CH3:10])[CH3:9])[NH:5][C:6]=1[Cl:7].Br[CH2:12][C:13]1[CH:32]=[CH:31][C:16]2/[C:17](=[C:27](/[CH3:30])\[C:28]#[N:29])/[C:18]3[CH:25]=[CH:24][C:23]([F:26])=[CH:22][C:19]=3[O:20][CH2:21][C:15]=2[CH:14]=1>>[Cl:1][C:2]1[N:3]=[C:4]([CH:8]([CH3:10])[CH3:9])[N:5]([CH2:12][C:13]2[CH:32]=[CH:31][C:16]3/[C:17](=[C:27](/[CH3:30])\[C:28]#[N:29])/[C:18]4[CH:25]=[CH:24][C:23]([F:26])=[CH:22][C:19]=4[O:20][CH2:21][C:15]=3[CH:14]=2)[C:6]=1[Cl:7]. Reactants: ClC1=NC=C2N=C(NC2=N1)C(=O)C1=CC(=NC=C1)C1=CN=CC2=CC=CC=C12 ((2-chloro-9H-purin-8-yl)-(2-isoquinolin-4-yl-pyridin-4-yl)-methanone), CN(C1CCNCC1)C (dimethyl-piperidin-4-yl-amine), CCN(C(C)C)C(C)C (DIEA). The solvent is CC(=O)N(C)C (DMA). Reaction conditions: temperature 120 celsius. The product is CN(C1CCN(CC1)C1=NC=C2N=C(NC2=N1)C(=O)C1=CC(=NC=C1)C1=CN=CC2=CC=CC=C12)C ([2-(4-Dimethylamino-piperidin-1-yl)-9H-purin-8-yl]-(2-isoquinolin-4-yl-pyridin-4-yl)-methanone). As a reaction SMILES: Cl[C:2]1[N:10]=[C:9]2[C:5]([N:6]=[C:7]([C:11]([C:13]3[CH:18]=[CH:17][N:16]=[C:15]([C:19]4[C:28]5[C:23](=[CH:24][CH:25]=[CH:26][CH:27]=5)[CH:22]=[N:21][CH:20]=4)[CH:14]=3)=[O:12])[NH:8]2)=[CH:4][N:3]=1.[CH3:29][N:30]([CH3:37])[CH:31]1[CH2:36][CH2:35][NH:34][CH2:33][CH2:32]1.CCN(C(C)C)C(C)C>CC(N(C)C)=O>[CH3:29][N:30]([CH3:37])[CH:31]1[CH2:36][CH2:35][N:34]([C:2]2[N:10]=[C:9]3[C:5]([N:6]=[C:7]([C:11]([C:13]4[CH:18]=[CH:17][N:16]=[C:15]([C:19]5[C:28]6[C:23](=[CH:24][CH:25]=[CH:26][CH:27]=6)[CH:22]=[N:21][CH:20]=5)[CH:14]=4)=[O:12])[NH:8]3)=[CH:4][N:3]=2)[CH2:33][CH2:32]1. Reported procedure: To a 0.5 mL DMA solution of crude (2-chloro-9H-purin-8-yl)-(2-isoquinolin-4-yl-pyridin-4-yl)-methanone (60 mg, 0.155 mmol) was added dimethyl-piperidin-4-yl-amine (199 mg, 1.55 mmol) and DIEA (270 μl, 1.55 mmol). The mixture was heated to 120° C. for 1 hour. The mixture was then cooled and evaporated to dryness. Purification by preparative LCMS gave the title compound. HRMS m/z 479.2329 (M+H)+.